Dataset: the Open Reaction Database (ORD), a public repository of structured organic reaction records. Task: describe an organic reaction: reactants, conditions, products, and yield Product: CCOC(=O)COC(=O)NCCc1ccc(-c2ccccc2)nc1. As a reaction SMILES: [CH3:32][c:33]1[cH:34][cH:35][cH:36][cH:37][cH:38]1.[c:16]1([O:22][C:23](=[O:17])[O:25][CH2:26][C:27](=[O:28])[O:29][CH2:30][CH3:31])[cH:18][cH:19][cH:20][cH:21][cH:24]1.[c:1]1(-[c:7]2[cH:8][cH:9][c:10]([CH2:13][CH2:14][NH2:15])[cH:11][n:12]2)[cH:2][cH:3][cH:4][cH:5][cH:6]1>>[c:1]1(-[c:7]2[cH:8][cH:9][c:10]([CH2:13][CH2:14][NH:15][C:23](=[O:22])[O:25][CH2:26][C:27](=[O:28])[O:29][CH2:30][CH3:31])[cH:11][n:12]2)[cH:2][cH:3][cH:4][cH:5][cH:6]1. Reactants: Cc1ccccc1, CCOC(=O)COC(=O)Oc1ccccc1, NCCc1ccc(-c2ccccc2)nc1. Reaction SMILES: [C:1]([NH:9][CH2:10][C@@H:11]([C:33]([O:35]C)=[O:34])[NH:12][C:13](=[O:32])[C:14]1[CH:19]=[CH:18][C:17]([C:20]([NH:22][CH2:23][C:24]2[CH:29]=[CH:28][CH:27]=[C:26]([OH:30])[CH:25]=2)=[O:21])=[CH:16][C:15]=1[Cl:31])(=[O:8])[C:2]1[CH:7]=[CH:6][CH:5]=[CH:4][CH:3]=1.[OH-].[Li+]>O1CCCC1.CO.O>[C:1]([NH:9][CH2:10][C@@H:11]([C:33]([OH:35])=[O:34])[NH:12][C:13](=[O:32])[C:14]1[CH:19]=[CH:18][C:17]([C:20]([NH:22][CH2:23][C:24]2[CH:29]=[CH:28][CH:27]=[C:26]([OH:30])[CH:25]=2)=[O:21])=[CH:16][C:15]=1[Cl:31])(=[O:8])[C:2]1[CH:7]=[CH:6][CH:5]=[CH:4][CH:3]=1 |f:1.2,3.4|. Run in O1CCCC1.CO (tetrahydrofuran methanol), O (water). Procedure details: A solution of 3-benzoylamino-N-[2-chloro-4-[[[(3-hydroxyphenyl)methyl]amino]carbonyl]benzoyl]-L-alanine, methyl ester (10.7 g, 21.0 mmol) in tetrahydrofuran/methanol (3:1; 80 mL) was added to a stirred solution of lithium hydroxide monhydrate (2.65 g, 63.0 mmol) in water (40 mL) at room temperature. The reaction was stirred at room temperature overnight and then concentrated to remove methanol and tetrahydrofuran. Water (150 mL) was added and the mixture was cooled to between 0 and −5° C. The mi... Yields the product C(C1=CC=CC=C1)(=O)NC[C@H](NC(C1=C(C=C(C=C1)C(=O)NCC1=CC(=CC=C1)O)Cl)=O)C(=O)O (3-benzoylamino-N-[2-chloro-4-[[[(3-hydroxyphenyl)methyl]amino]carbonyl]benzoyl]-L-alanine). Reactants: C(C1=CC=CC=C1)(=O)NC[C@H](NC(C1=C(C=C(C=C1)C(=O)NCC1=CC(=CC=C1)O)Cl)=O)C(=O)OC (3-benzoylamino-N-[2-chloro-4-[[[(3-hydroxyphenyl)methyl]amino]carbonyl]benzoyl]-L-alanine, methyl ester), [OH-].[Li+] (lithium hydroxide). Isolated yield 68.2%. Run at time 8 hour.